This data is from the Open Reaction Database (ORD), a public repository of structured organic reaction records. The task is: describe an organic reaction: reactants, conditions, products, and yield Reactants: BrC1=NN=C2N1C1=C(C(=NC2)C2=NC=CC=C2)C=C(C=C1)Br (1,8-dibromo-6-(2-pyridyl)-4H-s-triazolo[4,3-a][1,4]benzodiazepine), OCCN1CCNCC1 (1-(β-hydroxyethyl)piperazine). Yields the product BrC=1C=CC2=C(C(=NCC=3N2C(=NN3)N3CCN(CC3)CCO)C3=NC=CC=C3)C1 (8-bromo-1-[4-(β-hydroxyethyl)piperazino]-6-(2-pyridyl)-4H-s-triazolo[4,3-a][1,4]benzodiazepine). Reaction SMILES: Br[C:2]1[N:6]2[C:7]3[CH:21]=[CH:20][C:19]([Br:22])=[CH:18][C:8]=3[C:9]([C:12]3[CH:17]=[CH:16][CH:15]=[CH:14][N:13]=3)=[N:10][CH2:11][C:5]2=[N:4][N:3]=1.[OH:23][CH2:24][CH2:25][N:26]1[CH2:31][CH2:30][NH:29][CH2:28][CH2:27]1>>[Br:22][C:19]1[CH:20]=[CH:21][C:7]2[N:6]3[C:2]([N:29]4[CH2:30][CH2:31][N:26]([CH2:25][CH2:24][OH:23])[CH2:27][CH2:28]4)=[N:3][N:4]=[C:5]3[CH2:11][N:10]=[C:9]([C:12]3[CH:17]=[CH:16][CH:15]=[CH:14][N:13]=3)[C:8]=2[CH:18]=1. Reported procedure: In a manner given in Example 1, 1,8-dibromo-6-(2-pyridyl)-4H-s-triazolo[4,3-a][1,4]benzodiazepine is heated with excess 1-(β-hydroxyethyl)piperazine to give 8-bromo-1-[4-(β-hydroxyethyl)piperazino]-6-(2-pyridyl)-4H-s-triazolo[4,3-a][1,4]benzodiazepine. Starting materials: O=C([O-])O, COC(=O)CCc1ccccc1OCCOC1CNCCC1c1ccc(OCCCOCc2ccccc2OC)cc1, CCOC(C)=O, O=C(Cl)OCc1ccccc1, [Na+]. Yields the product COC(=O)CCc1ccccc1OCCOC1CN(C(=O)OCc2ccccc2)CCC1c1ccc(OCCCOCc2ccccc2OC)cc1. Reaction SMILES: [C:43](=[O:44])([OH:45])[O-:46].[CH3:1][O:2][c:3]1[c:4]([CH2:5][O:6][CH2:7][CH2:8][CH2:9][O:10][c:11]2[cH:12][cH:13][c:14]([CH:17]3[CH:18]([O:23][CH2:24][CH2:25][O:26][c:27]4[c:28]([CH2:33][CH2:34][C:35](=[O:36])[O:37][CH3:38])[cH:29][cH:30][cH:31][cH:32]4)[CH2:19][NH:20][CH2:21][CH2:22]3)[cH:15][cH:16]2)[cH:39][cH:40][cH:41][cH:42]1.[CH3:59][CH2:60][O:61][C:62](=[O:63])[CH3:64].[Cl:48][C:49](=[O:50])[O:51][CH2:52][c:53]1[cH:54][cH:55][cH:56][cH:57][cH:58]1.[Na+:47]>>[CH3:1][O:2][c:3]1[c:4]([CH2:5][O:6][CH2:7][CH2:8][CH2:9][O:10][c:11]2[cH:12][cH:13][c:14]([CH:17]3[CH:18]([O:23][CH2:24][CH2:25][O:26][c:27]4[c:28]([CH2:33][CH2:34][C:35](=[O:36])[O:37][CH3:38])[cH:29][cH:30][cH:31][cH:32]4)[CH2:19][N:20]([C:49](=[O:50])[O:51][CH2:52][c:53]4[cH:54][cH:55][cH:56][cH:57][cH:58]4)[CH2:21][CH2:22]3)[cH:15][cH:16]2)[cH:39][cH:40][cH:41][cH:42]1. The reactants are OC1=NC=CC(=C1)C(F)(F)F (2-hydroxy-4-(trifluoromethyl)pyridine), C(C1=CC=CC=C1)NC(=O)C1=C(N=C(S1)Br)C (N-benzyl-2-bromo-4-methylthiazole-5-carboxamide). The product is C(C1=CC=CC=C1)NC(=O)C1=C(N=C(S1)N1C(C=C(C=C1)C(F)(F)F)=O)C (N-Benzyl-4-methyl-2-(2-oxo-4-(trifluoromethyl)pyridin-1(2H)-yl)thiazole-5-carboxamide). Isolated yield 9.0%. As a reaction SMILES: [OH:1][C:2]1[CH:7]=[C:6]([C:8]([F:11])([F:10])[F:9])[CH:5]=[CH:4][N:3]=1.[CH2:12]([NH:19][C:20]([C:22]1[S:26][C:25](Br)=[N:24][C:23]=1[CH3:28])=[O:21])[C:13]1[CH:18]=[CH:17][CH:16]=[CH:15][CH:14]=1>>[CH2:12]([NH:19][C:20]([C:22]1[S:26][C:25]([N:3]2[CH:4]=[CH:5][C:6]([C:8]([F:9])([F:11])[F:10])=[CH:7][C:2]2=[O:1])=[N:24][C:23]=1[CH3:28])=[O:21])[C:13]1[CH:14]=[CH:15][CH:16]=[CH:17][CH:18]=1. Reported procedure: Following the procedure as described in Example 3, making variations only as required to use 2-hydroxy-4-(trifluoromethyl)pyridine in place of 4-aminopyridin-2(1H)-one to react with N-benzyl-2-bromo-4-methylthiazole-5-carboxamide, the title compound was obtained as a white solid in 9% yield: mp 197-198° C.; 1H NMR (300 MHz, CDCl3) δ 8.93 (d, J=7.8 Hz, 1H), 7.39-7.25 (m, 5H), 7.00 (d, J=0.6 Hz, 1H), 6.57-6.54 (m, 1H), 6.17 (s, 1H), 4.59 (d, J=5.7 Hz, 2H), 2.70 (s, 3H); 13C NMR (75 MHz, CDCl3) δ 1... The reactants are C(C)OC(C1=CC(=CC(=C1)SCC1=CC=C(C=C1)OC)F)=O (3-Fluoro-5-(4-methoxy-benzylsulfanyl)-benzoic acid ethyl ester). The solvent is C(=O)(C(F)(F)F)O (TFA). Product: C(C)OC(C1=CC(=CC(=C1)S)F)=O (3-Fluoro-5-mercapto-benzoic acid ethyl ester). As a reaction SMILES: [CH2:1]([O:3][C:4](=[O:22])[C:5]1[CH:10]=[C:9]([S:11]CC2C=CC(OC)=CC=2)[CH:8]=[C:7]([F:21])[CH:6]=1)[CH3:2]>C(O)(C(F)(F)F)=O>[CH2:1]([O:3][C:4](=[O:22])[C:5]1[CH:10]=[C:9]([SH:11])[CH:8]=[C:7]([F:21])[CH:6]=1)[CH3:2]. Procedure details: 3-Fluoro-5-(4-methoxy-benzylsulfanyl)-benzoic acid ethyl ester (7.24 g, 22.5 mmol)was stirred in TFA (10 mL) at 70° C. for overnight. The resulting mixture was cooled to room temperature and subjected to standard aqueous workup. The crude residue was purified on silica gel (0-30% EtOAc in hexanes) to afford the title compound. Starting materials: CN(C)c1ccc(C=O)cc1, NC1CCCc2ccccc21. Yields the product CN(C)c1ccc(CNC2CCCc3ccccc32)cc1. RXN SMILES: [CH3:1][N:2]([c:3]1[cH:4][cH:5][c:6]([CH:7]=[O:8])[cH:9][cH:10]1)[CH3:11].[CH:12]1([NH2:22])[CH2:13][CH2:14][CH2:15][c:16]2[cH:17][cH:18][cH:19][cH:20][c:21]21>>[CH3:1][N:2]([c:3]1[cH:4][cH:5][c:6]([CH2:7][NH:22][CH:12]2[CH2:13][CH2:14][CH2:15][c:16]3[cH:17][cH:18][cH:19][cH:20][c:21]32)[cH:9][cH:10]1)[CH3:11].